The task is: describe an organic reaction: reactants, conditions, products, and yield. This data is from the Open Reaction Database (ORD), a public repository of structured organic reaction records. The reactants are aqueous solution, [N+](=O)([O-])[O-].[Nd+3].[N+](=O)([O-])[O-].[N+](=O)([O-])[O-] (neodymium nitrate), O (water), [OH-].[Na+] (caustic soda), C(C)C(C(=O)O)CCCC (ethyl hexanoic acid), C1(=CC=CC=C1)C (toluene). Run at time 30 minute. Product: C(C)OC(CCCCC)=O.[Nd] (neodymium ethylhexanoate). RXN SMILES: O.[OH-].[Na+].C([CH:6]([CH2:10][CH2:11][CH2:12][CH3:13])[C:7]([OH:9])=[O:8])C.[N+]([O-])([O-])=O.[Nd+3:18].[N+]([O-])([O-])=O.[N+]([O-])([O-])=O.[C:27]1(C)C=CC=C[CH:28]=1>>[CH2:27]([O:9][C:7](=[O:8])[CH2:6][CH2:10][CH2:11][CH2:12][CH3:13])[CH3:28].[Nd:18] |f:1.2,4.5.6.7,9.10|. Reported procedure: In a 10 liter Turbosphere® dryer reactor (available from PIERRE GUERIN S. A.) the following charges are made: water 1500 gr, caustic soda anhydrous 278 gr. The agitation is started and 1000 gr of ethyl hexanoic acid (MW=144) are fed over 10 minutes. At the clear solution, it is added 3600 gr of toluene and the mixture is brought to from about 30 to about 50° C. 1364 gr of an aqueous solution of neodymium nitrate (concentration 497 gr or Nd203 /1) is added over 30 minutes. The mixture is agitated... Reaction SMILES: [C:1]([N:4]([C:6]1([C:9]2[CH:10]=[CH:11][C:12]([O:29][CH3:30])=[C:13]([CH:28]=2)[CH2:14][NH:15][C@H:16]2[CH2:21][CH2:20][CH2:19][NH:18][C@H:17]2[C:22]2[CH:27]=[CH:26][CH:25]=[CH:24][CH:23]=2)[CH2:8][CH2:7]1)[CH3:5])(=[O:3])[CH3:2].[ClH:31].Cl.C(C1(C2C=CC(OC)=C(C=2)CN[C@H]2CCCN[C@H]2C2C=CC=CC=2)CC1)#N>>[ClH:31].[ClH:31].[C:1]([N:4]([C:6]1([C:9]2[CH:10]=[CH:11][C:12]([O:29][CH3:30])=[C:13]([CH:28]=2)[CH2:14][NH:15][C@H:16]2[CH2:21][CH2:20][CH2:19][NH:18][C@H:17]2[C:22]2[CH:27]=[CH:26][CH:25]=[CH:24][CH:23]=2)[CH2:7][CH2:8]1)[CH3:5])(=[O:3])[CH3:2] |f:1.2.3,4.5.6|. Procedure: This compound was prepared from Compound 11 in the same manner of Compound 5. Starting materials: C(C)(=O)N(C)C1(CC1)C=1C=CC(=C(CN[C@@H]2[C@@H](NCCC2)C2=CC=CC=C2)C1)OC ((2S,3S)-3-(5-(1-(N-Acetyl-N-methylamino)cyclopropyl)-2-methoxybenzyl)amino-2-phenylpiperidine), Cl.Cl.C(#N)C1(CC1)C=1C=CC(=C(CN[C@@H]2[C@@H](NCCC2)C2=CC=CC=C2)C1)OC ((2S,3S)-3-(5-(1-Cyanocyclopropyl)-2-methoxybenzyl)amino-2-phenylpiperidine dihydrochloride). Yields the product Cl.Cl.C(C)(=O)N(C)C1(CC1)C=1C=CC(=C(CN[C@@H]2[C@@H](NCCC2)C2=CC=CC=C2)C1)OC ((2S,3S)-3-(5-(1-(N-Acetyl-N-methylamino)cyclopropyl)-2-methoxybenzyl)amino-2-phenylpiperidine Dihydrochloride). Reactants: C1(=CC=CC=C1)N1C=NC2=C(C1=O)SC=C2C2=CC=CC=C2 (3,7-Diphenylthieno[3,2-d]pyrimidin-4(3H)-one), NC1=C(SC=C1C1=CC(=CC=C1)F)C(=O)OC (methyl 3-amino-4-(3-fluorophenyl)thiophene-2-carboxylate), C(OCC)(OCC)OCC (triethyl orthoformate), COC1=CC=C(C=C1)N (p-anisidine). Solvent: C(C)(=O)O (acetic acid). Yields the product FC=1C=C(C=CC1)C1=CSC2=C1N=CN(C2=O)C2=CC=C(C=C2)OC (7-(3-Fluorophenyl)-3-(4-methoxyphenyl)thieno[3,2-d]pyrimidin-4(3H)-one). Yield: 39.0%. Reaction SMILES: [C:1]1([N:7]2[C:12](=[O:13])[C:11]3[S:14][CH:15]=[C:16]([C:17]4[CH:22]=[CH:21][CH:20]=[CH:19][CH:18]=4)[C:10]=3[N:9]=[CH:8]2)[CH:6]=[CH:5][CH:4]=[CH:3][CH:2]=1.NC1C(C2C=CC=C([F:35])C=2)=CSC=1C(OC)=O.C([O:47][CH2:48]C)(OCC)OCC.COC1C=CC(N)=CC=1>C(O)(=O)C>[F:35][C:21]1[CH:22]=[C:17]([C:16]2[C:10]3[N:9]=[CH:8][N:7]([C:1]4[CH:6]=[CH:5][C:4]([O:47][CH3:48])=[CH:3][CH:2]=4)[C:12](=[O:13])[C:11]=3[S:14][CH:15]=2)[CH:18]=[CH:19][CH:20]=1. Procedure: In the same manner as the synthesis of Compound 1, methyl 3-amino-4-(3-fluorophenyl)thiophene-2-carboxylate (56.2 mg, 0.22 mmol), triethyl orthoformate (0.42 ml), p-anisidine (50.5 mg, 0.41 mmol), and acetic acid (0.05 ml) were used to give 30.3 mg (0.086 mmol, 39% yield) of the title compound.